Dataset: the Open Reaction Database (ORD), a public repository of structured organic reaction records. Task: describe an organic reaction: reactants, conditions, products, and yield Reactants: solution, [N+](=O)(O)[O-] (nitric acid), ice water, OC1=CC(=C(C(=O)OC)C=C1)C(F)(F)F (Methyl 4-hydroxy-2-(trifluoromethyl)benzoate), S(O)(O)(=O)=O (sulfuric acid). Solvent: C(C)(=O)O (acetic acid), C(C)(=O)O (acetic acid). Run at temperature 65 celsius, time 1 hour. Yields the product OC1=CC(=C(C(=O)OC)C=C1[N+](=O)[O-])C(F)(F)F (Methyl 4-hydroxy-5-nitro-2-(trifluoromethyl)benzoate). Yield: 38.9%. As a reaction SMILES: [OH:1][C:2]1[CH:11]=[CH:10][C:5]([C:6]([O:8][CH3:9])=[O:7])=[C:4]([C:12]([F:15])([F:14])[F:13])[CH:3]=1.S(=O)(=O)(O)O.[N+:21]([O-])([OH:23])=[O:22]>C(O)(=O)C>[OH:1][C:2]1[C:11]([N+:21]([O-:23])=[O:22])=[CH:10][C:5]([C:6]([O:8][CH3:9])=[O:7])=[C:4]([C:12]([F:13])([F:14])[F:15])[CH:3]=1. Procedure details: Methyl 4-hydroxy-2-(trifluoromethyl)benzoate (32.0 g) was dissolved in acetic acid (180 ml), and thereto was added conc. sulfuric acid (0.45 ml), and the mixture was heated to 65° C. Then, thereto was slowly added a 70% solution of conc. nitric acid (12.4 g) in acetic acid (60 ml) dropwise, and the mixture was stirred at 65° C. for one hour. The reaction mixture was cooled to room temperature, and poured into ice-water (500 ml), and the mixture was extracted twice with toluene (800 ml). The orga... Reactants: N([C@@H](C[Zn]I)C(=O)OC)C(=O)OC(C)(C)C (Boc-L-Ala(ZnI)-OMe), N(CCC(=O)Cl)C(=O)OCC1=CC=CC=C1 (Z-beta-Ala-Cl). The product is O=C(C[C@H](N)C(=O)O)CCN (4-keto-L-lysine). Reaction SMILES: [NH:1](C(OC(C)(C)C)=O)[C@H:2]([C:6]([O:8]C)=[O:7])[CH2:3][Zn]I.[NH:17](C(OCC1C=CC=CC=1)=O)[CH2:18][CH2:19][C:20](Cl)=[O:21]>>[O:21]=[C:20]([CH2:19][CH2:18][NH2:17])[CH2:3][C@@H:2]([C:6]([OH:8])=[O:7])[NH2:1]. Procedure: Boc-L-Ala(ZnI)-OMe is reacted with Z-beta-Ala-Cl under conditions described in J. Org Chem 57, 1992, pp 3397-3404 to give a protected 4-keto-L-lysine which is then dissolved in DCM and treated with DAST to yield protected 4,4-difluoro-L-lysine. The epsilon carbobenzoxy protecting group is then removed under catalytic hydrogenolysis conditions. The resulting compound is reacted with methyl acetimidate hydrochloride to yield the epsilon amidine which was then reacted with 2 N HCl to give the title... Reactants: CC1(COS(C)(=O)=O)CCN(C(=O)OC(C)(C)C)CC1, CCCC[N+](CCCC)(CCCC)CCCC, Cc1ccccc1O, CN(C)C=O, CCOC(C)=O, [H-], [I-], [Na+], O. Product: Cc1ccccc1OCC1(C)CCN(C(=O)OC(C)(C)C)CC1. Reaction SMILES: [C:11]([CH3:12])([CH3:13])([CH3:14])[O:15][C:16](=[O:17])[N:18]1[CH2:19][CH2:20][C:21]([CH2:24][O:25][S:26]([CH3:27])(=[O:28])=[O:29])([CH3:30])[CH2:22][CH2:23]1.[CH2:38]([N+:39]([CH2:40][CH2:41][CH2:42][CH3:43])([CH2:44][CH2:45][CH2:46][CH3:47])[CH2:48][CH2:49][CH2:50][CH3:51])[CH2:52][CH2:53][CH3:54].[CH3:1][c:2]1[cH:3][cH:4][cH:5][cH:6][c:7]1[OH:8].[CH3:32][N:33]([CH3:34])[CH:35]=[O:36].[CH3:55][CH2:56][O:57][C:58](=[O:59])[CH3:60].[H-:9].[I-:37].[Na+:10].[OH2:31]>>[CH3:1][c:2]1[cH:3][cH:4][cH:5][cH:6][c:7]1[O:8][CH2:24][C:21]1([CH3:30])[CH2:20][CH2:19][N:18]([C:16]([O:15][C:11]([CH3:12])([CH3:13])[CH3:14])=[O:17])[CH2:23][CH2:22]1. The reactants are [Al+3], C1CCOC1, CCOC(C)=O, [H-], [H-], [H-], [H-], [Li+], CCCCCNc1nc(N)nc(C)c1Cc1ccc(C(=O)OC)cc1OC, [Na+], [OH-]. Product: CCCCCNc1nc(N)nc(C)c1Cc1ccc(CO)cc1OC. As a reaction SMILES: [Al+3:29].[CH2:42]1[O:43][CH2:44][CH2:45][CH2:46]1.[CH3:34][CH2:35][O:36][C:37]([CH3:38])=[O:39].[H-:28].[H-:31].[H-:32].[H-:33].[Li+:30].[NH2:1][c:2]1[n:3][c:4]([NH:22][CH2:23][CH2:24][CH2:25][CH2:26][CH3:27])[c:5]([CH2:9][c:10]2[c:11]([O:20][CH3:21])[cH:12][c:13]([C:14](=[O:15])[O:16][CH3:17])[cH:18][cH:19]2)[c:6]([CH3:8])[n:7]1.[Na+:41].[OH-:40]>>[NH2:1][c:2]1[n:3][c:4]([NH:22][CH2:23][CH2:24][CH2:25][CH2:26][CH3:27])[c:5]([CH2:9][c:10]2[c:11]([O:20][CH3:21])[cH:12][c:13]([CH2:14][OH:15])[cH:18][cH:19]2)[c:6]([CH3:8])[n:7]1. Reactants: 3D, C(C)(C)(C)OC(=O)N1CC(CCC1)O (racemic 3-hydroxypiperidine-1-carboxylic acid tert-butyl ester), NC1=NC=CC2=CC(=CC=C12)O (1-amino-6-hydroxyisoquinoline), 3C. Yields the product N1CC(CCC1)OC=1C=C2C=CN=C(C2=CC1)N (racemic 6-(piperidin-3-yloxy)-isoquinolin-1-ylamine). The yield is 12.1%. RXN SMILES: C(OC([N:8]1[CH2:13][CH2:12][CH2:11][CH:10]([OH:14])[CH2:9]1)=O)(C)(C)C.[NH2:15][C:16]1[C:25]2[C:20](=[CH:21][C:22](O)=[CH:23][CH:24]=2)[CH:19]=[CH:18][N:17]=1>>[NH:8]1[CH2:13][CH2:12][CH2:11][CH:10]([O:14][C:22]2[CH:21]=[C:20]3[C:25](=[CH:24][CH:23]=2)[C:16]([NH2:15])=[N:17][CH:18]=[CH:19]3)[CH2:9]1. Procedure details: This compound was prepared from racemic 3-hydroxypiperidine-1-carboxylic acid tert-butyl ester (207 mg, 1.02 mmol) and 1-amino-6-hydroxyisoquinoline (198 mg, 1.23 mmol) by the Mitsunobu procedure described in 3C, subsequent Boc deprotection according to procedure described in 3D gave racemic 6-(piperidin-3-yloxy)-isoquinolin-1-ylamine (30 mg), El-MS: m/z=244.4 [M+H]+. The reactants are FC=1C=C(C(=O)OC)C=CC1O (methyl 3-fluoro-4-hydroxybenzoate), BrCCOCCOCC (1-bromo-2-(2-ethoxyethoxy)-ethane), C([O-])([O-])=O.[K+].[K+] (potassium carbonate). The solvent is C(C)#N (acetonitrile). Yields the product FC=1C=C(C(=O)OC)C=CC1OCCOCCOCC (methyl 3-fluoro-4-[2-(2-ethoxyethoxy)-ethoxy]-benzoate). Isolated yield 89.1%. RXN SMILES: [F:1][C:2]1[CH:3]=[C:4]([CH:9]=[CH:10][C:11]=1[OH:12])[C:5]([O:7][CH3:8])=[O:6].Br[CH2:14][CH2:15][O:16][CH2:17][CH2:18][O:19][CH2:20][CH3:21].C(=O)([O-])[O-].[K+].[K+]>C(#N)C>[F:1][C:2]1[CH:3]=[C:4]([CH:9]=[CH:10][C:11]=1[O:12][CH2:14][CH2:15][O:16][CH2:17][CH2:18][O:19][CH2:20][CH3:21])[C:5]([O:7][CH3:8])=[O:6] |f:2.3.4|. Procedure: Into a 500-ml, round-bottom flask equipped with a magnetic stirrer, heating mantle and condenser were placed 5.7 g (33.5 mmol) methyl 3-fluoro-4-hydroxybenzoate, 8.5 g (43.2 mmol) 1-bromo-2-(2-ethoxyethoxy)-ethane, 23.2 g of powdered anhydrous potassium carbonate and 350 ml acetonitrile. After stirring the reaction mixture under reflux for four hours, TLC analysis showed that none of the phenolic starting material remained. Three hundred ml of the acetonitrile was then distilled off and 300 ml d... The solvent is ClCCl (dichloromethane), C(C)OCC (diethylether). Starting materials: NC1=NC(=CC(=C1)C)CCC1=NC=2C(=NC=CC2)N1 (2-[2-(2-Amino-4-methylpyridin-6-yl)ethyl]-3H-imidazo[4,5-b]pyridine), NC1=NC(=CC(=C1)C)CCC1=NC=2C(=NC=CC2)N1 (2-[2-(2-Amino-4-methylpyridin-6-yl)ethyl]-3H-imidazo[4,5-b]pyridine), solution, Cl (hydrochloric acid). Yields the product Cl.NC1=NC(=CC(=C1)C)CCC1=NC=2C(=NC=CC2)N1 (2-[2-(2-Amino-4-methylpyridin-6-yl)ethyl]-3H-imidazo[4,5-b]pyridine hydrochloride). Reaction SMILES: [NH2:1][C:2]1[CH:7]=[C:6]([CH3:8])[CH:5]=[C:4]([CH2:9][CH2:10][C:11]2[NH:19][C:14]3=[N:15][CH:16]=[CH:17][CH:18]=[C:13]3[N:12]=2)[N:3]=1.[ClH:20]>ClCCl.C(OCC)C>[ClH:20].[NH2:1][C:2]1[CH:7]=[C:6]([CH3:8])[CH:5]=[C:4]([CH2:9][CH2:10][C:11]2[NH:19][C:14]3=[N:15][CH:16]=[CH:17][CH:18]=[C:13]3[N:12]=2)[N:3]=1 |f:4.5|. Procedure details: 31 mg of 2-[2-(2-Amino-4-methylpyridin-6-yl)ethyl]-3H-imidazo[4,5-b]pyridine (compound 1) are dissolved in 16 ml of dichloromethane. Under ice-cooling, 61 μl of a solution of hydrochloric acid in diethylether (2M strength) are added. The mixture is evaporated to dryness and the residue lyophilized from 15 ml water to give 35 mg of the title compound as colorless lyophilisate. M.p. 136° C. MS: 254.2 (MH+), 528.8 (2MNa+).